The task is: describe an organic reaction: reactants, conditions, products, and yield. This data is from the Open Reaction Database (ORD), a public repository of structured organic reaction records. Reactants: CCCCC(=S)OC (methyl 4-methylthiobutyrate), C[Si](C)(C)[N-][Si](C)(C)C.[Na+] (sodium bis(trimethylsilyl)amide), BrCC(=O)OC(C)(C)C (tert-butyl bromoacetate). The solvent is C1CCOC1 (THF). Conditions: time 30 minute. Yields the product C(C)(C)(C)OC(=O)CC(C(=S)OC)CCC (Methyl 2-(tert-butoxycarbonylmethyl)-4-methylthiobutyrate). The yield is 49.1%. As a reaction SMILES: [CH3:1][CH2:2][CH2:3][CH2:4][C:5]([O:7][CH3:8])=[S:6].C[Si]([N-][Si](C)(C)C)(C)C.[Na+].Br[CH2:20][C:21]([O:23][C:24]([CH3:27])([CH3:26])[CH3:25])=[O:22]>C1COCC1>[C:24]([O:23][C:21]([CH2:20][CH:4]([CH2:3][CH2:2][CH3:1])[C:5]([O:7][CH3:8])=[S:6])=[O:22])([CH3:27])([CH3:26])[CH3:25] |f:1.2|. Procedure details: To a −78° C. solution of methyl 4-methylthiobutyrate (1.48 g, 10.0 mmol) in THF (20 mL) was added sodium bis(trimethylsilyl)amide (1.0 M in THF, 11 mL). After 30 min, tert-butyl bromoacetate (2.34 g, 12.0 mmol) was added to the reaction, and the reaction mixture was gradually warmed to the room temperature over 6 hours. The reaction mixture was then partitioned between ethyl acetate (80 mL) and water (20 mL). The organic layer was washed with water (2×20 mL), brine (20 mL), dried over anhydrous ...